From a dataset of the Open Reaction Database (ORD), a public repository of structured organic reaction records. describe an organic reaction: reactants, conditions, products, and yield Starting materials: N1CCCCC1 (piperidine), [OH-].[K+] (potassium hydroxide), C(C1=CC=CC=C1)N1CC2(CC1)OC1=C(C2)C=C(C=C1)Cl (1′-benzyl-5-chloro-3H-spiro[1-benzofuran-2,3′-pyrrolidine]), ClC(=O)OCC (ethyl chloroformate). Solvent: ClCCl (dichloromethane), [OH-].[NH4+] (ammonium hydroxide), [NH4+].[OH-] (NH4OH), CO (methanol), O (water), C1(=CC=CC=C1)C (toluene), C(C)O (ethanol). Yields the product ClC=1C=CC2=C(CC3(CNCC3)O2)C1 (5-Chloro-3H-spiro[1-benzofuran-2,3′-pyrrolidine]). Yield: 61.9%. RXN SMILES: N1CCCCC1.C([N:14]1[CH2:18][CH2:17][C:16]2([CH2:22][C:21]3[CH:23]=[C:24]([Cl:27])[CH:25]=[CH:26][C:20]=3[O:19]2)[CH2:15]1)C1C=CC=CC=1.ClC(OCC)=O.[OH-].[K+]>ClCCl.[OH-].[NH4+].CO.C(O)C.O.C1(C)C=CC=CC=1>[Cl:27][C:24]1[CH:25]=[CH:26][C:20]2[O:19][C:16]3([CH2:17][CH2:18][NH:14][CH2:15]3)[CH2:22][C:21]=2[CH:23]=1 |f:3.4,6.7|. Procedure details: The experimental procedure is the same as described above for the corresponding piperidine derivative using 1′-benzyl-5-chloro-3H-spiro[1-benzofuran-2,3′-pyrrolidine] (555 mg, 1.85 mmol), ethyl chloroformate (261 mg, 2.4 mmol), toluene (5 mL), potassium hydroxide (KOH) (3.0 g), water (3 mL) and ethanol (6 mL) to give the titled compound (240 mg) after silica gel flash chromatography (0-2% methanol in dichloromethane, 0.2% ammonium hydroxide, NH4OH). Reactants: ClC1=NC=CC=C1Br (2-chloro-3-bromopyridine), C(C)(C)(C)OC(=O)N1CCNCC1 (piperazine-1-carboxylic acid t-butyl ester), CC(C)([O-])C.[Na+] (sodium t-butoxide), C1(=CC=CC=C1)P(C1=CC=CC=2C(C3=CC=CC(=C3OC12)P(C1=CC=CC=C1)C1=CC=CC=C1)(C)C)C1=CC=CC=C1 (4,5-bis(diphenylphosphino)-9,9-dimethylxanthene). Reagents/catalysts: C=1C=CC(=CC1)/C=C/C(=O)/C=C/C2=CC=CC=C2.C=1C=CC(=CC1)/C=C/C(=O)/C=C/C2=CC=CC=C2.C=1C=CC(=CC1)/C=C/C(=O)/C=C/C2=CC=CC=C2.[Pd].[Pd] (tris(dibenzylideneacetone)dipalladium(0)). Run in O (water), C1(=CC=CC=C1)C (toluene). Reaction conditions: temperature 100 celsius. The product is C(C)(C)(C)OC(=O)N1CCN(CC1)C=1C(=NC=CC1)Cl (4-(2-chloro-pyridin-3-yl)-piperazine-1-carboxylic acid t-butyl ester). The yield is 50.5%. Reaction SMILES: [Cl:1][C:2]1[C:7](Br)=[CH:6][CH:5]=[CH:4][N:3]=1.[C:9]([O:13][C:14]([N:16]1[CH2:21][CH2:20][NH:19][CH2:18][CH2:17]1)=[O:15])([CH3:12])([CH3:11])[CH3:10].CC(C)([O-])C.[Na+].C1(P(C2C=CC=CC=2)C2C3OC4C(=CC=CC=4P(C4C=CC=CC=4)C4C=CC=CC=4)C(C)(C)C=3C=CC=2)C=CC=CC=1>C1(C)C=CC=CC=1.C1C=CC(/C=C/C(/C=C/C2C=CC=CC=2)=O)=CC=1.C1C=CC(/C=C/C(/C=C/C2C=CC=CC=2)=O)=CC=1.C1C=CC(/C=C/C(/C=C/C2C=CC=CC=2)=O)=CC=1.[Pd].[Pd].O>[C:9]([O:13][C:14]([N:16]1[CH2:21][CH2:20][N:19]([C:7]2[C:2]([Cl:1])=[N:3][CH:4]=[CH:5][CH:6]=2)[CH2:18][CH2:17]1)=[O:15])([CH3:12])([CH3:10])[CH3:11] |f:2.3,6.7.8.9.10|. Procedure details: Stir 2-chloro-3-bromopyridine (5.00 g, 26.0 mmol) and piperazine-1-carboxylic acid t-butyl ester (3.73 g, 20.0 mmol) in dry toluene (200 mL) at room temperature under nitrogen. Add sodium t-butoxide (2.88 g, 30.0 mmol), tris(dibenzylideneacetone)dipalladium(0) (0.366 g, 0.40 mmol) and 4,5-bis(diphenylphosphino)-9,9-dimethylxanthene (0.694 g, 1.20 mmol), degas reaction and heat to 100° C. (oil bath temperature) for 3 hr. Cool to room temperature, add 100 mL water, extract with 2×200 mL ethyl acet... The reactants are C1(C=2C(C(N1CCCCNC1COC3=CC=CC(=C3C1)OC)=O)=CC=CC2)=O (3-[N-(4-phthalimidobutyl)amino]-5-methoxychroman), C1(C=2C(C(N1CCCNC1COC3=CC=CC(=C3C1)OC)=O)=CC=CC2)=O (3-[N-(3-phthalimidopropyl)amino]-5-methoxychroman). Yields the product C(CC)N(CCCN1C(C=2C(C1=O)=CC=CC2)=O)C2COC1=CC=CC(=C1C2)OC (3-[N-propyl-N-(3-phthalimidopropyl)amino]-5-methoxychroman). Isolated yield 76.0%. As a reaction SMILES: [C:1]1(=O)N(CCCCNC2CC3C(=CC=CC=3OC)OC2)C(=O)C2=CC=C[CH:27]=[C:2]12.[C:29]1(=[O:55])[N:33]([CH2:34][CH2:35][CH2:36][NH:37][CH:38]2[CH2:47][C:46]3[C:41](=[CH:42][CH:43]=[CH:44][C:45]=3[O:48][CH3:49])[O:40][CH2:39]2)[C:32](=[O:50])[C:31]2=[CH:51][CH:52]=[CH:53][CH:54]=[C:30]12>>[CH2:1]([N:37]([CH:38]1[CH2:47][C:46]2[C:41](=[CH:42][CH:43]=[CH:44][C:45]=2[O:48][CH3:49])[O:40][CH2:39]1)[CH2:36][CH2:35][CH2:34][N:33]1[C:32](=[O:50])[C:31]2=[CH:51][CH:52]=[CH:53][CH:54]=[C:30]2[C:29]1=[O:55])[CH2:2][CH3:27]. Procedure details: Using the procedure described in Example 2, but replacing the compound of Example 1 by the compound of Example 3, the expected product is obtained. Starting materials: O=C(OC(Cl)(Cl)Cl)OC(Cl)(Cl)Cl, COC(=O)N1CCC(N)CC1, Nc1ccc2nc(NC3CCc4ccccc43)ccc2c1, Cl. Yields the product COC(=O)N1CCC(NC(=O)Nc2ccc3nc(NC4CCc5ccccc54)ccc3c2)CC1. As a reaction SMILES: [C:1]([O:2][C:3]([Cl:4])([Cl:5])[Cl:6])([O:7][C:8]([Cl:9])([Cl:10])[Cl:11])=[O:12].[CH3:14][O:15][C:16](=[O:17])[N:18]1[CH2:19][CH2:20][CH:21]([NH2:24])[CH2:22][CH2:23]1.[CH:25]1([NH:34][c:35]2[n:36][c:37]3[cH:38][cH:39][c:40]([NH2:45])[cH:41][c:42]3[cH:43][cH:44]2)[CH2:26][CH2:27][c:28]2[cH:29][cH:30][cH:31][cH:32][c:33]21.[ClH:13]>>[C:1](=[O:12])([NH:24][CH:21]1[CH2:20][CH2:19][N:18]([C:16]([O:15][CH3:14])=[O:17])[CH2:23][CH2:22]1)[NH:45][c:40]1[cH:39][cH:38][c:37]2[n:36][c:35]([NH:34][CH:25]3[CH2:26][CH2:27][c:28]4[cH:29][cH:30][cH:31][cH:32][c:33]43)[cH:44][cH:43][c:42]2[cH:41]1. Reactants: [OH-].[Na+] (sodium hydroxide), CNC1=CC=CC=C1 (N-methylaniline), BrC1=C(C=CC=C1)S(=O)(=O)Cl (2-bromobenzenesulfonyl chloride). The product is CNC1=CC=CC=C1 (N-methylaniline), BrC1=C(C=CC=C1)S(=O)(=O)N(C1=CC=CC=C1)C (2-bromo-N-methylbenzenesulfonanilide). RXN SMILES: [CH3:1][NH:2][C:3]1[CH:8]=[CH:7][CH:6]=[CH:5][CH:4]=1.[Br:9][C:10]1[CH:15]=[CH:14][CH:13]=[CH:12][C:11]=1[S:16](Cl)(=[O:18])=[O:17].[OH-].[Na+]>>[CH3:1][NH:2][C:3]1[CH:8]=[CH:7][CH:6]=[CH:5][CH:4]=1.[Br:9][C:10]1[CH:15]=[CH:14][CH:13]=[CH:12][C:11]=1[S:16]([N:2]([CH3:1])[C:3]1[CH:8]=[CH:7][CH:6]=[CH:5][CH:4]=1)(=[O:18])=[O:17] |f:2.3|. Procedure details: Freshly distilled N-methylaniline (b.p. 196° C.) is prepared. To 1.07 g (0.01 mole) of the N-methylaniline is added 2.56 g (0.01 mole) of 2-bromobenzenesulfonyl chloride (98 w/w %). The mixture is stirred until hot. Ten percent sodium hydroxide is then added dropwise with stirring until the solution is slightly alkaline, and 2-bromo-N-methylbenzenesulfonanilide is formed as a viscous red-brown liquid. It is washed with water several times until the wash water is neutral to litmus paper. A viscou... Starting materials: [Li]C=1C=CC=CC1 (PhLi), BrC1=CC2=CC(=CC=C2C=C1)C (2-bromo-7-methylnaphthalene), CCOCC (ether), O (water). Reaction conditions: time 4 hour. RXN SMILES: Br[C:2]1[CH:11]=[CH:10][C:9]2[C:4](=[CH:5][C:6]([CH3:12])=[CH:7][CH:8]=2)[CH:3]=1.[Li][C:14]1[CH:15]=[CH:16]C=[CH:18][CH:19]=1.O.[CH3:21]COCC>Cl[Ni]1(Cl)[P](C2C=CC=CC=2)(C2C=CC=CC=2)CCC[P]1(C1C=CC=CC=1)C1C=CC=CC=1>[CH3:21][C:2]1[CH:11]=[CH:10][C:9]2[C:4](=[CH:5][C:6]([C:12]3[CH:16]=[CH:15][CH:14]=[CH:19][CH:18]=3)=[CH:7][CH:8]=2)[CH:3]=1 |^1:28,44|. Reagents/catalysts: Cl[Ni]1([P](CCC[P](C2=CC=CC=C2)1C3=CC=CC=C3)(C4=CC=CC=C4)C5=CC=CC=C5)Cl (Ni(dppp)Cl2). Procedure details: Solution of 2-bromo-7-methylnaphthalene (10 g, 45 mmole) in ether (100 ml) was cooled to −0° C., and Ni(dppp)Cl2 and solution of PhLi (obtained from 1.3 g of Mg and 5.6 ml of PhBr in 55 ml of ether) were added subsequently. Reaction mixture was allowed to warm to room temperature, stirred for additional 4 h with heating, cooled room temperature, stirred for additional 16 h, and treated by water (100 ml). Organic layer was separated, water layer was extracted by ether (3×50 ml). Combined organic ... Product: CC1=CC2=CC(=CC=C2C=C1)C1=CC=CC=C1 (2-Methyl-7-phenylnaphthalene). Starting materials: C(CCC)C=1N(C(=C(N1)Cl)C=O)CC1=CC=C(C=C1)C=1N=C2N(C=CC=C2)C1C(=O)OCC (Ethyl 2-[4-[(2-n-butyl-4-chloro-5-formylimidazole-1-yl)methyl]phenyl]imidazo[1,2-a]pyridine-3-carboxylate), [BH4-].[Na+] (sodium borohydride). The solvent is C(C)O (ethanol). The product is C(CCC)C=1N(C(=C(N1)Cl)CO)CC1=CC=C(C=C1)C=1N=C2N(C=CC=C2)C1C(=O)O (2-[4-[(2-n-Butyl-4-chloro-5hydroxymethyl-imidazol-1-yl)methyl]phenyl]-imidazo[1,2-a]pyridine-3-carboxylic acid). Isolated yield 83.2%. RXN SMILES: [CH2:1]([C:5]1[N:6]([CH2:13][C:14]2[CH:19]=[CH:18][C:17]([C:20]3[N:21]=[C:22]4[CH:27]=[CH:26][CH:25]=[CH:24][N:23]4[C:28]=3[C:29]([O:31]CC)=[O:30])=[CH:16][CH:15]=2)[C:7]([CH:11]=[O:12])=[C:8]([Cl:10])[N:9]=1)[CH2:2][CH2:3][CH3:4].[BH4-].[Na+]>C(O)C>[CH2:1]([C:5]1[N:6]([CH2:13][C:14]2[CH:19]=[CH:18][C:17]([C:20]3[N:21]=[C:22]4[CH:27]=[CH:26][CH:25]=[CH:24][N:23]4[C:28]=3[C:29]([OH:31])=[O:30])=[CH:16][CH:15]=2)[C:7]([CH2:11][OH:12])=[C:8]([Cl:10])[N:9]=1)[CH2:2][CH2:3][CH3:4] |f:1.2|. Reported procedure: 0.28 g of compound A from Example 1d) in 10 ml of ethanol is stirred with 0.25 g of sodium borohydride for 45 min. Dilution with 1 N NaOH is followed by extraction 2× with EtOAc. Washing of the organic phase with saturated NaCl solution is followed by drying with Na2SO and concentration. 0.22 g of the title compound is obtained.